This data is from the Open Reaction Database (ORD), a public repository of structured organic reaction records. The task is: describe an organic reaction: reactants, conditions, products, and yield The reactants are FC1=C(C=CC(=C1)F)C(CN1N=CN=C1)(C(C)C1=NC=CC=C1)O (2-(2,4-Difluorophenyl)-3 -(pyridin-2-yl)-1-(1H-1,2,4-triazol-1-yl)butan-2-ol), ClC=1C=C(C(=O)OO)C=CC1 (3-chloroperoxybenzoic acid). The solvent is ClCCl (dichloromethane). The product is FC1=C(C=CC(=C1)F)C(CN1N=CN=C1)(C(C)C1=[N+](C=CC=C1)[O-])O (2-(2,4-Difluorophenyl)-3-(1-oxidopyridin-2-yl)-1-(1H-1,2,4-triazol-1-yl)butan-2-ol). The yield is 54.8%. As a reaction SMILES: [F:1][C:2]1[CH:7]=[C:6]([F:8])[CH:5]=[CH:4][C:3]=1[C:9]([OH:24])([CH:16]([C:18]1[CH:23]=[CH:22][CH:21]=[CH:20][N:19]=1)[CH3:17])[CH2:10][N:11]1[CH:15]=[N:14][CH:13]=[N:12]1.ClC1C=C(C=CC=1)C(OO)=[O:30]>ClCCl>[F:1][C:2]1[CH:7]=[C:6]([F:8])[CH:5]=[CH:4][C:3]=1[C:9]([OH:24])([CH:16]([C:18]1[CH:23]=[CH:22][CH:21]=[CH:20][N+:19]=1[O-:30])[CH3:17])[CH2:10][N:11]1[CH:15]=[N:14][CH:13]=[N:12]1. Procedure: A solution of 2-(2,4-difluorophenyl)-3-(pyridin-2-yl)-1-(1H-1,2,4-triazol-1-yl)butan-2-ol (diasatereoisomeric pair B from Example 1) (1.60 g) and 85% w/w 3-chloroperoxybenzoic acid (1.60 g) in dichloromethane (10 ml) was stirred at room temperature for 36 hours and then worked up as described in Example 15(i) to give the title compound, (0.92 g), m.p. 159°-160°. Starting materials: C1COCCO1, CCOC(C)=O, Cl, CC(C)(C)OC(=O)N1CCC(n2ccn(-c3ccccc3)c2=O)CC1. Yields the product Cl, O=c1n(-c2ccccc2)ccn1C1CCNCC1. RXN SMILES: [CH2:27]1[O:28][CH2:29][CH2:30][O:31][CH2:32]1.[CH3:33][CH2:34][O:35][C:36](=[O:37])[CH3:38].[ClH:26].[O:1]=[c:2]1[n:3]([CH:13]2[CH2:14][CH2:15][N:16]([C:19]([O:20][C:21]([CH3:22])([CH3:23])[CH3:24])=[O:25])[CH2:17][CH2:18]2)[cH:4][cH:5][n:6]1-[c:7]1[cH:8][cH:9][cH:10][cH:11][cH:12]1>>[ClH:26].[O:1]=[c:2]1[n:3]([CH:13]2[CH2:14][CH2:15][NH:16][CH2:17][CH2:18]2)[cH:4][cH:5][n:6]1-[c:7]1[cH:8][cH:9][cH:10][cH:11][cH:12]1. Reactants: C(=O)(O)C=1C=CC(=NC1)C(CCC)=O (1-(5-carboxy-2-pyridinyl)-1-butanone), Cl.NO (hydroxylamine hydrochloride). The solvent is N1=CC=CC=C1 (pyridine). Conditions: time 5 hour. Yields the product C(=O)(O)C=1C=CC(=NC1)C(CCC)=NO (1-(5-Carboxy-2-pyridinyl)-1-butanone oxime). As a reaction SMILES: [C:1]([C:4]1[CH:5]=[CH:6][C:7]([C:10](=O)[CH2:11][CH2:12][CH3:13])=[N:8][CH:9]=1)([OH:3])=[O:2].Cl.[NH2:16][OH:17]>N1C=CC=CC=1>[C:1]([C:4]1[CH:5]=[CH:6][C:7]([C:10](=[N:16][OH:17])[CH2:11][CH2:12][CH3:13])=[N:8][CH:9]=1)([OH:3])=[O:2] |f:1.2|. Reported procedure: To a stirred solution of 1-(5-carboxy-2-pyridinyl)-1-butanone (2 mmol) in 20 ml of pyridine, hydroxylamine hydrochloride (4 mmol) is added. The reaction mixture is stirred at room temperature for 5 h. The solvent is distilled off and the residue crystallized from ethyl acetate; m.p. 203°-205°. Reactants: CCC1C(=O)N(CC(C)C)c2ccc(F)cc2N1C(=O)c1ccc(OC)cc1, CCC1C(=O)N(C)c2cc(F)ccc2N1C(=O)c1ccc(O)cc1. The product is CCC1C(=O)N(CC(C)C)c2ccc(F)cc2N1C(=O)c1ccc(O)cc1. As a reaction SMILES: [CH2:1]([CH3:2])[CH:3]1[C:4](=[O:28])[N:5]([CH2:24][CH:25]([CH3:26])[CH3:27])[c:6]2[cH:7][cH:8][c:9]([F:23])[cH:10][c:11]2[N:12]1[C:13]([c:14]1[cH:15][cH:16][c:17]([O:20][CH3:21])[cH:18][cH:19]1)=[O:22].[CH2:29]([CH:30]1[N:31]([C:32](=[O:33])[c:34]2[cH:35][cH:36][c:37]([OH:38])[cH:39][cH:40]2)[c:41]2[c:42]([cH:43][c:44]([F:45])[cH:46][cH:47]2)[N:48]([CH3:49])[C:50]1=[O:51])[CH3:52]>>[CH2:1]([CH3:2])[CH:3]1[C:4](=[O:28])[N:5]([CH2:24][CH:25]([CH3:26])[CH3:27])[c:6]2[cH:7][cH:8][c:9]([F:23])[cH:10][c:11]2[N:12]1[C:13]([c:14]1[cH:15][cH:16][c:17]([OH:20])[cH:18][cH:19]1)=[O:22]. The reactants are CC(=O)O[BH-](OC(C)=O)OC(C)=O, CC(=O)O, O=C1CC(CCc2nc3cc(C(F)(F)F)c(Cl)cc3[nH]2)C1, ClCCCl, ClCCl, COc1ccc(CNc2ncnc3c2ccn3C2CC(CN)C3OC(C)(C)OC32)c(OC)c1, [Na+]. Product: COc1ccc(CNc2ncnc3c2ccn3C2CC(CNC3CC(CCc4nc5cc(C(F)(F)F)c(Cl)cc5[nH]4)C3)C3OC(C)(C)OC32)c(OC)c1. Reaction SMILES: [C:59]([O:60][BH-:61]([O:62][C:63](=[O:64])[CH3:65])[O:66][C:67](=[O:68])[CH3:69])(=[O:70])[CH3:71].[CH3:55][C:56](=[O:57])[OH:58].[Cl:34][c:35]1[c:36]([C:51]([F:52])([F:53])[F:54])[cH:37][c:38]2[c:39]([nH:40][c:41]([CH2:43][CH2:44][CH:45]3[CH2:46][C:47](=[O:49])[CH2:48]3)[n:42]2)[cH:50]1.[Cl:73][CH2:74][CH2:75][Cl:76].[Cl:77][CH2:78][Cl:79].[NH2:1][CH2:2][CH:3]1[CH2:4][CH:5]([n:13]2[cH:14][cH:15][c:16]3[c:17]2[n:18][cH:19][n:20][c:21]3[NH:22][CH2:23][c:24]2[c:25]([O:32][CH3:33])[cH:26][c:27]([O:30][CH3:31])[cH:28][cH:29]2)[CH:6]2[CH:7]1[O:8][C:9]([CH3:11])([CH3:12])[O:10]2.[Na+:72]>>[NH:1]([CH2:2][CH:3]1[CH2:4][CH:5]([n:13]2[cH:14][cH:15][c:16]3[c:17]2[n:18][cH:19][n:20][c:21]3[NH:22][CH2:23][c:24]2[c:25]([O:32][CH3:33])[cH:26][c:27]([O:30][CH3:31])[cH:28][cH:29]2)[CH:6]2[CH:7]1[O:8][C:9]([CH3:11])([CH3:12])[O:10]2)[CH:47]1[CH2:46][CH:45]([CH2:44][CH2:43][c:41]2[nH:40][c:39]3[c:38]([cH:37][c:36]([C:51]([F:52])([F:53])[F:54])[c:35]([Cl:34])[cH:50]3)[n:42]2)[CH2:48]1. Starting materials: NCCC1=CC=C(NC2CCN(CC2)C(=O)NCCC2=CC(=CC=C2)F)C=C1 (4-[4-(2-Aminoethyl)anilino]-N-(3-fluorophenethyl)-1-piperidinecarboxamide), C(C)(C)(C)[Si](C1=CC=CC=C1)(C1=CC=CC=C1)OC1=CC=C(C=C1)OCC1OC1 (tert-butyl-(4-oxiranylmethoxy-phenoxy)-diphenyl-silane). Product: FC=1C=C(C=CC1)CCNC(=O)N1CCC(CC1)NC1=CC=C(C=C1)CCNC[C@@H](COC1=CC=C(C=C1)O)O (4-(4-{2-[(2S)-2-Hydroxy-3-(4-hydroxy-phenoxy)-propylamino]-ethyl}-phenylamino)-piperidine-1-carboxylic Acid [2-(3-fluoro-phenyl)-ethyl]-amide). The yield is 41.4%. As a reaction SMILES: [NH2:1][CH2:2][CH2:3][C:4]1[CH:28]=[CH:27][C:7]([NH:8][CH:9]2[CH2:14][CH2:13][N:12]([C:15]([NH:17][CH2:18][CH2:19][C:20]3[CH:25]=[CH:24][CH:23]=[C:22]([F:26])[CH:21]=3)=[O:16])[CH2:11][CH2:10]2)=[CH:6][CH:5]=1.C([Si]([O:46][C:47]1[CH:52]=[CH:51][C:50]([O:53][CH2:54][CH:55]2[CH2:57][O:56]2)=[CH:49][CH:48]=1)(C1C=CC=CC=1)C1C=CC=CC=1)(C)(C)C>>[F:26][C:22]1[CH:21]=[C:20]([CH2:19][CH2:18][NH:17][C:15]([N:12]2[CH2:11][CH2:10][CH:9]([NH:8][C:7]3[CH:6]=[CH:5][C:4]([CH2:3][CH2:2][NH:1][CH2:57][C@H:55]([OH:56])[CH2:54][O:53][C:50]4[CH:51]=[CH:52][C:47]([OH:46])=[CH:48][CH:49]=4)=[CH:28][CH:27]=3)[CH2:14][CH2:13]2)=[O:16])[CH:25]=[CH:24][CH:23]=1. Procedure details: 4-[4-(2-Aminoethyl)anilino]-N-(3-fluorophenethyl)-1-piperidinecarboxamide (0.622 g, 1.62 mmol) was reacted with tert-butyl-(4-oxiranylmethoxy-phenoxy)-diphenyl-silane 0.556 g, 1.40 mmol) according to Procedure G to give the title compound (eluant: 20:1 chloroform-methanol) (0.46 g, 0.580 mmol). Reactants: C=Cc1cc(CN2C(=O)c3ccccc3C2=O)ccc1OC, [H][H], C1CCOC1. The product is CCc1cc(CN2C(=O)c3ccccc3C2=O)ccc1OC. As a reaction SMILES: [CH3:1][O:2][c:3]1[c:4]([CH:21]=[CH2:22])[cH:5][c:6]([CH2:7][N:8]2[C:9](=[O:18])[c:10]3[c:11]([cH:14][cH:15][cH:16][cH:17]3)[C:12]2=[O:13])[cH:19][cH:20]1.[H:23][H:24].[O:25]1[CH2:26][CH2:27][CH2:28][CH2:29]1>>[CH3:1][O:2][c:3]1[c:4]([CH2:21][CH3:22])[cH:5][c:6]([CH2:7][N:8]2[C:9](=[O:18])[c:10]3[c:11]([cH:14][cH:15][cH:16][cH:17]3)[C:12]2=[O:13])[cH:19][cH:20]1. Reported procedure: Octadecanoic acid, monoester with 1,2,3-propanetriol Reactants: C(CCCCCCCCCCCCCCCCC)(=O)O (Octadecanoic acid), monoester, C(C(CO)O)O (1,2,3-propanetriol). Reaction SMILES: [C:1]([OH:20])(=[O:19])[CH2:2][CH2:3][CH2:4][CH2:5][CH2:6][CH2:7][CH2:8][CH2:9][CH2:10][CH2:11][CH2:12][CH2:13][CH2:14][CH2:15][CH2:16][CH2:17][CH3:18].[CH2:21]([OH:26])[CH:22]([OH:25])[CH2:23]O>>[C:1]([O:20][CH2:23][CH:22]([OH:25])[CH2:21][OH:26])(=[O:19])[CH2:2][CH2:3][CH2:4][CH2:5][CH2:6][CH2:7][CH2:8][CH2:9][CH2:10][CH2:11][CH2:12][CH2:13][CH2:14][CH2:15][CH2:16][CH2:17][CH3:18]. Product: C(CCCCCCCCCCCCCCCCC)(=O)OCC(CO)O (Octadecanoic acid, 2,3-dihydroxypropyl ester).